This data is from the Open Reaction Database (ORD), a public repository of structured organic reaction records. The task is: describe an organic reaction: reactants, conditions, products, and yield The reactants are BrC=1C=C(/C(=N/OC(C)(C)C)/C2=NC=CC=C2O)C=CC1F ((Z)-2-(3-bromo-α-t-butoxyimino-4-fluorobenzyl)-3-hydroxypyridine), ClC1=CC(=CC=C1)C(=O)OO (m-chloro perbenzoic acid), S(=O)([O-])[O-].[Na+].[Na+] (sodium sulfite). The solvent is O1CCCC1 (tetrahydrofuran). Reaction conditions: time 8 hour. Yields the product BrC=1C=C(/C(=N/OC(C)(C)C)/C2=[N+](C=CC=C2O)[O-])C=CC1F ((Z)-2-(3-bromo-α-t-butoxyimino-4-fluorobenzyl)-3-hydroxypyridine 1-oxide). The yield is 80.1%. As a reaction SMILES: [Br:1][C:2]1[CH:3]=[C:4]([CH:19]=[CH:20][C:21]=1[F:22])/[C:5](/[C:12]1[C:17]([OH:18])=[CH:16][CH:15]=[CH:14][N:13]=1)=[N:6]/[O:7][C:8]([CH3:11])([CH3:10])[CH3:9].ClC1C=CC=C(C(OO)=[O:31])C=1.S([O-])([O-])=O.[Na+].[Na+]>O1CCCC1>[Br:1][C:2]1[CH:3]=[C:4]([CH:19]=[CH:20][C:21]=1[F:22])/[C:5](/[C:12]1[C:17]([OH:18])=[CH:16][CH:15]=[CH:14][N+:13]=1[O-:31])=[N:6]/[O:7][C:8]([CH3:11])([CH3:9])[CH3:10] |f:2.3.4|. Reported procedure: A mixture of (Z)-2-(3-bromo-α-t-butoxyimino-4-fluorobenzyl)-3-hydroxypyridine (0.55 g), 70% m-chloro perbenzoic acid (0.74 g) and tetrahydrofuran (10 mL) was stirred overnight at room temperature. To the reaction mixture was added an aqueous solution of sodium sulfite. The reaction mixture was stirred for 30 minutes, and subjecting to extraction with ethyl acetate. The extract was washed with water and a saturated aqueous saline solution, successively, and dried (sodium sulfate) and then concent...